This data is from the Open Reaction Database (ORD), a public repository of structured organic reaction records. The task is: describe an organic reaction: reactants, conditions, products, and yield Reactants: CCOC(C)=O, O, O=C(NC(O)C(=O)O)c1ccccc1, O=S(=O)(O)O, O=S(=O)(O)c1ccc(-c2ccccc2)cc1. Product: O=C(NC(C(=O)O)c1ccc(-c2ccc(S(=O)(=O)O)cc2)cc1)c1ccccc1. RXN SMILES: [CH3:37][CH2:38][O:39][C:40](=[O:41])[CH3:42].[OH2:36].[OH:1][CH:2]([C:3](=[O:4])[OH:5])[NH:6][C:7](=[O:8])[c:9]1[cH:10][cH:11][cH:12][cH:13][cH:14]1.[S:15](=[O:16])(=[O:17])([OH:18])[OH:19].[c:20]1(-[c:30]2[cH:31][cH:32][cH:33][cH:34][cH:35]2)[cH:21][cH:22][c:23]([S:26](=[O:27])(=[O:28])[OH:29])[cH:24][cH:25]1>>[CH:2]([C:3](=[O:4])[OH:5])([NH:6][C:7](=[O:8])[c:9]1[cH:10][cH:11][cH:12][cH:13][cH:14]1)[c:33]1[cH:32][cH:31][c:30](-[c:20]2[cH:21][cH:22][c:23]([S:26](=[O:27])(=[O:28])[OH:29])[cH:24][cH:25]2)[cH:35][cH:34]1. The reactants are C1=CC=CC=2C3=CC=CC=C3C(C12)COC(=O)N1C[C@H](C[C@H](C1)NC(=O)OC(C)(C)C)C(=O)O ((3S*,5R*)-5-tert-butoxycarbonylamino-piperidine-1,3-dicarboxylic acid 1-(9H-fluoren-9-ylmethyl) ester), C1(CC1)NCC1=C(C(=CC=C1)C)C (cyclopropyl-(2,3-dimethyl-benzyl)-amine), C(C)N(C(C)C)C(C)C (N-ethyldiisopropylamine), CCCP(=O)=O (propylphosphonic anhydride), C(=O)([O-])[O-].[K+].[K+] (K2CO3), residue, C(Cl)Cl.N1CCCCC1 (CH2Cl2 piperidine). The solvent is CC(=O)N(C)C (dimethylacetamide), C(C)(=O)OCC (ethyl acetate). Run at time 14 hour. Yields the product C(C)(C)(C)OC(N[C@H]1CNC[C@H](C1)C(N(CC1=C(C(=CC=C1)C)C)C1CC1)=O)=O ({(3R*,5S*)-5-[Cyclopropyl-(2,3-dimethyl-benzyl)-carbamoyl]-piperidin-3-yl}-carbamic acid tert-butyl ester). Reaction SMILES: C1C2C(COC([N:18]3[CH2:23][C@H:22]([NH:24][C:25]([O:27][C:28]([CH3:31])([CH3:30])[CH3:29])=[O:26])[CH2:21][C@H:20]([C:32]([OH:34])=O)[CH2:19]3)=O)C3C(=CC=CC=3)C=2C=CC=1.[CH:35]1([NH:38][CH2:39][C:40]2[CH:45]=[CH:44][CH:43]=[C:42]([CH3:46])[C:41]=2[CH3:47])[CH2:37][CH2:36]1.C(N(C(C)C)C(C)C)C.CCCP(=O)=O.C([O-])([O-])=O.[K+].[K+].C(Cl)Cl.N1CCCCC1>CC(N(C)C)=O.C(OCC)(=O)C>[C:28]([O:27][C:25](=[O:26])[NH:24][C@@H:22]1[CH2:21][C@H:20]([C:32](=[O:34])[N:38]([CH:35]2[CH2:37][CH2:36]2)[CH2:39][C:40]2[CH:45]=[CH:44][CH:43]=[C:42]([CH3:46])[C:41]=2[CH3:47])[CH2:19][NH:18][CH2:23]1)([CH3:29])([CH3:30])[CH3:31] |f:4.5.6,7.8|. Procedure: To a stirred, ice-cooled mixture of (3S*,5R*)-5-tert-butoxycarbonylamino-piperidine-1,3-dicarboxylic acid 1-(9H-fluoren-9-ylmethyl) ester (5.0 g, 10.7 mmol), cyclopropyl-(2,3-dimethyl-benzyl)-amine (CAS 625437-38-9) (4.41 g, 11.8 mmol) and N-ethyldiisopropylamine (14.7 ml, 85.7 mmol) in dimethylacetamide (50 ml), propylphosphonic anhydride solution (˜50% in DMF, 10 ml, ˜16 mmol) is added. After stirring for 14 h at RT, the residue is distributed between ethyl acetate and 10% aqueous K2CO3 soluti... Reactants: C1(CC1)C=1C=C(C2=C(N1)N(N=C2C)C2CCCCC2)C(=O)O (6-cyclopropyl-1-(1-cyclohexyl)-3-methyl-1H-pyrazolo[3,4-b]pyridine-4-carboxylic acid), NCC=1C(NC(=CC1C)C)=O (3-(aminomethyl)-4,6-dimethyl-2(1H)-pyridinone). Product: C1(CCCCC1)N1N=C(C2=C1N=C(C=C2C(=O)NCC=2C(NC(=CC2C)C)=O)C2CC2)C (1-Cyclohexyl-6-cyclopropyl-N-[(4,6-dimethyl-2-oxo-1,2-dihydro-3-pyridinyl)methyl]-3-methyl-1H-pyrazolo[3,4-b]pyridine-4-carboxamide). As a reaction SMILES: [CH:1]1([C:4]2[CH:5]=[C:6]([C:20](O)=[O:21])[C:7]3[C:12]([CH3:13])=[N:11][N:10]([CH:14]4[CH2:19][CH2:18][CH2:17][CH2:16][CH2:15]4)[C:8]=3[N:9]=2)[CH2:3][CH2:2]1.[NH2:23][CH2:24][C:25]1[C:26](=[O:33])[NH:27][C:28]([CH3:32])=[CH:29][C:30]=1[CH3:31]>>[CH:14]1([N:10]2[C:8]3[N:9]=[C:4]([CH:1]4[CH2:2][CH2:3]4)[CH:5]=[C:6]([C:20]([NH:23][CH2:24][C:25]4[C:26](=[O:33])[NH:27][C:28]([CH3:32])=[CH:29][C:30]=4[CH3:31])=[O:21])[C:7]=3[C:12]([CH3:13])=[N:11]2)[CH2:19][CH2:18][CH2:17][CH2:16][CH2:15]1. Reported procedure: The title compound was prepared in the same manner as described in example 109 using 6-cyclopropyl-1-(1-cyclohexyl)-3-methyl-1H-pyrazolo[3,4-b]pyridine-4-carboxylic acid (150 mg, 0.501 mmol), and 3-(aminomethyl)-4,6-dimethyl-2(1H)-pyridinone (123 mg, 0.651 mmol). The product was collected as a solid, 0.190 g (87%). LCMS E-S (M+H)=434.2. 1H NMR (400 MHz, DMSO-d6) δ ppm 0.95-1.07 (m, 4H), 1.15-1.31 (m, 1H), 1.36-1.52 (m, 2H), 1.68 (br. s., 1H), 1.77-1.99 (m, 6H), 2.11 (s, 3H), 2.18-2.29 (m, 4H), 2... Starting materials: CC1=C(C=CC=C1)C(=O)C1=CC=C(C=C1)O (4-Hydroxyphenyl 2-methylphenyl ketone), ClC1=CC=NC2=CC(=C(C=C12)OC)OC (4-Chloro-6,7-dimethoxyquinoline). Reagents/catalysts: CN(C1=CC=NC=C1)C (4-dimethylaminopyridine). Run in C=1(C(=CC=CC1)C)C (xylene). Conditions: time 1 hour. The product is COC=1C=C2C(=CC=NC2=CC1OC)OC1=CC=C(C=C1)C(=O)C1=C(C=CC=C1)C ({4-[(6,7-Dimethoxy-4-quinolyl)oxy]phenyl}(2-methylphenyl)methanone). The yield is 50.1%. Reaction SMILES: [CH3:1][C:2]1[CH:7]=[CH:6][CH:5]=[CH:4][C:3]=1[C:8]([C:10]1[CH:15]=[CH:14][C:13]([OH:16])=[CH:12][CH:11]=1)=[O:9].Cl[C:18]1[C:27]2[C:22](=[CH:23][C:24]([O:30][CH3:31])=[C:25]([O:28][CH3:29])[CH:26]=2)[N:21]=[CH:20][CH:19]=1>CN(C)C1C=CN=CC=1.C1(C)C(C)=CC=CC=1>[CH3:29][O:28][C:25]1[CH:26]=[C:27]2[C:22](=[CH:23][C:24]=1[O:30][CH3:31])[N:21]=[CH:20][CH:19]=[C:18]2[O:16][C:13]1[CH:12]=[CH:11][C:10]([C:8]([C:3]2[CH:4]=[CH:5][CH:6]=[CH:7][C:2]=2[CH3:1])=[O:9])=[CH:15][CH:14]=1. Procedure: Under argon, 4-hydroxyphenyl 2-methylphenyl ketone (1.334 g) obtained in Example 126 and 4-dimethylaminopyridine (845 mg) were added to xylene (15 ml), and the admixture was stirred at room temperature for 1 hour. 4-Chloro-6,7-dimethoxyquinoline (1.406 g) was added, and the admixture was refluxed with heat for 23 hours. The reaction mixture was partitioned between saturated aqueous sodium hydrogen carbonate and chloroform, and the chloroform layer was then dried with anhydrous magnesium sulfate.... Isolated yield 177.7%. Reaction SMILES: [C:1]1([C:7]2[N:8]=[C:9]([S:18][C:19]([F:24])([F:23])[CH:20]([F:22])[F:21])[NH:10][C:11]=2[C:12]2[CH:17]=[CH:16][CH:15]=[CH:14][CH:13]=2)[CH:6]=[CH:5][CH:4]=[CH:3][CH:2]=1.CC(C)([O-])C.[K+].Cl[C:32]([O:34][CH2:35][C:36]1[CH:41]=[CH:40][CH:39]=[CH:38][CH:37]=1)=[O:33]>C(COC)OC>[CH2:35]([O:34][C:32]([N:10]1[C:11]([C:12]2[CH:17]=[CH:16][CH:15]=[CH:14][CH:13]=2)=[C:7]([C:1]2[CH:2]=[CH:3][CH:4]=[CH:5][CH:6]=2)[N:8]=[C:9]1[S:18][C:19]([F:23])([F:24])[CH:20]([F:22])[F:21])=[O:33])[C:36]1[CH:41]=[CH:40][CH:39]=[CH:38][CH:37]=1 |f:1.2|. Procedure: To a solution of 5.0 g (0.014 mole) of 4,5-diphenyl-2-(1,1,2,2-tetrafluoroethylthio)imidazole in 50 ml glyme was added 1.7 g (0.015 mole) of potassium t-butoxide. The mixture was cooled and a solution of 5.0 g (0.029 mole) of benzyl chloroformate in 25 ml glyme was added dropwise. The reaction mixture was stirred at room temperature overnight, then poured onto water. The mixture was extracted with ether and the combined ether extracts were washed, then dried and concentrated to give 12.1 g of cr... The reactants are C1(=CC=CC=C1)C=1N=C(NC1C1=CC=CC=C1)SC(C(F)F)(F)F (4,5-diphenyl-2-(1,1,2,2-tetrafluoroethylthio)imidazole), CC(C)([O-])C.[K+] (potassium t-butoxide), ClC(=O)OCC1=CC=CC=C1 (benzyl chloroformate). Product: C(C1=CC=CC=C1)OC(=O)N1C(=NC(=C1C1=CC=CC=C1)C1=CC=CC=C1)SC(C(F)F)(F)F (1-Benzyloxycarbonyl-4,5-diphenyl-2-(1,1,2,2-tetrafluoroethylthio)imidazole). Reaction conditions: time 8 hour. The solvent is C(OC)COC (glyme), C(OC)COC (glyme). Reactants: C1(CCCCC1)N=C=NC1CCCCC1 (N,N'-Dicyclohexylcarbodiimide), C(CCCCCCC\C=C/CCCCCCCC)(=O)O (oleic acid), C1(=C(C=CC=C1)N)N (o-phenylenediamine). Solvent: C(Cl)Cl (methylene chloride). Product: C(CCCCCCC\C=C/CCCCCCCC)(=O)NC1=C(N)C=CC=C1 (o-Oleoylaminoaniline). Isolated yield 76.3%. RXN SMILES: C1(N=C=NC2CCCCC2)CCCCC1.[C:16]([OH:35])(=O)[CH2:17][CH2:18][CH2:19][CH2:20][CH2:21][CH2:22][CH2:23]/[CH:24]=[CH:25]\[CH2:26][CH2:27][CH2:28][CH2:29][CH2:30][CH2:31][CH2:32][CH3:33].[C:36]1([NH2:43])[CH:41]=[CH:40][CH:39]=[CH:38][C:37]=1[NH2:42]>C(Cl)Cl>[C:16]([NH:42][C:37]1[CH:38]=[CH:39][CH:40]=[CH:41][C:36]=1[NH2:43])(=[O:35])[CH2:17][CH2:18][CH2:19][CH2:20][CH2:21][CH2:22][CH2:23]/[CH:24]=[CH:25]\[CH2:26][CH2:27][CH2:28][CH2:29][CH2:30][CH2:31][CH2:32][CH3:33]. Procedure details: N,N'-Dicyclohexylcarbodiimide (2.27 g) was added to a solution of 2.82 g of oleic acid and 1.62 g of o-phenylenediamine in 50 ml of methylene chloride with stirring under ice cooling. The mixture was stirred at room temperature for one night. After completion of the reaction insoluble matter was filtered, followed by removal of the solvent by evaporation. The residue obtained was purified by silica gel column chromatography to obtain 2.84 g of the objective compound (yield: 76%).